From a dataset of the Open Reaction Database (ORD), a public repository of structured organic reaction records. describe an organic reaction: reactants, conditions, products, and yield Starting materials: ClC1=CC=C2C(=N1)NN=C2I (6-chloro-3-iodo-1H-pyrazolo[3,4-b]pyridine), O1CCCC=C1 (dihydropyran), CS(=O)(=O)O (methanesulfonic acid). The solvent is C(Cl)Cl (methylene chloride), O1CCCC1 (tetrahydrofuran). Conditions: time 8 hour. The product is ClC1=CC=C2C(=N1)N(N=C2I)C2OCCCC2 (6-chloro-3-iodo-1-(tetrahydro-2H-pyran-2-yl)-1H-pyrazolo[3,4-b]pyridine). Yield: 88.0%. As a reaction SMILES: [Cl:1][C:2]1[N:7]=[C:6]2[NH:8][N:9]=[C:10]([I:11])[C:5]2=[CH:4][CH:3]=1.[O:12]1[CH:17]=[CH:16][CH2:15][CH2:14][CH2:13]1.CS(O)(=O)=O>C(Cl)Cl.O1CCCC1>[Cl:1][C:2]1[N:7]=[C:6]2[N:8]([CH:13]3[CH2:14][CH2:15][CH2:16][CH2:17][O:12]3)[N:9]=[C:10]([I:11])[C:5]2=[CH:4][CH:3]=1. Procedure details: A mixture of 6-chloro-3-iodo-1H-pyrazolo[3,4-b]pyridine (0.70 g, 2.5 mmol), dihydropyran (690 μL, 7.5 mmol) and methanesulfonic acid (33 μL, 0.50 mmol) in methylene chloride (30 mL) and tetrahydrofuran (10 mL) in reaction flask was stirred at r.t. overnight. It was concentrated under reduced pressure. The residue was purified by flash chromatography on a silica gel column with ethyl acetate in hexanes (0-50%) to afford the desired product (0.80 g). LCMS (M-84+H)+=279.9. Starting materials: CC(C)(C)[O-], CCOC(C)=O, Nc1nccc(Cl)c1[N+](=O)[O-], [K+], CN(C)C=O, CC(C)(C)OC(=O)Nc1ccc(O)cc1. Yields the product CC(C)(C)OC(=O)Nc1ccc(Oc2ccnc(N)c2[N+](=O)[O-])cc1. As a reaction SMILES: [CH3:16][C:17]([CH3:18])([O-:19])[CH3:20].[CH3:38][CH2:39][O:40][C:41](=[O:42])[CH3:43].[Cl:22][c:23]1[c:24]([N+:30](=[O:31])[O-:32])[c:25]([NH2:29])[n:26][cH:27][cH:28]1.[K+:21].[O:33]=[CH:34][N:35]([CH3:36])[CH3:37].[OH:1][c:2]1[cH:3][cH:4][c:5]([NH:8][C:9]([O:10][C:11]([CH3:12])([CH3:13])[CH3:14])=[O:15])[cH:6][cH:7]1>>[O:1]([c:2]1[cH:3][cH:4][c:5]([NH:8][C:9]([O:10][C:11]([CH3:12])([CH3:13])[CH3:14])=[O:15])[cH:6][cH:7]1)[c:23]1[c:24]([N+:30](=[O:31])[O-:32])[c:25]([NH2:29])[n:26][cH:27][cH:28]1.